This data is from the Open Reaction Database (ORD), a public repository of structured organic reaction records. The task is: describe an organic reaction: reactants, conditions, products, and yield The reactants are ClC1=C(C=CC=C1)N1N=C2C(=NC=CC2=C1C1=CC=C(C=C1)Cl)O (2-(2-chlorophenyl)-3-(4-chlorophenyl)-2H-pyrazolo[3,4-c]pyridin-7-ol), FC(S(=O)(=O)OCC(F)(F)F)(F)F (2,2,2-trifluoroethyl trifluoromethanesulfonate), C(=O)([O-])[O-].[Cs+].[Cs+] (Cs2CO3). Run in CN(C)C=O (DMF). Reaction conditions: time 8 hour. Product: ClC1=C(C=CC=C1)N1N=C2C(N(C=CC2=C1C1=CC=C(C=C1)Cl)CC(F)(F)F)=O (2-(2-chlorophenyl)-3-(4-chlorophenyl)-6-(2,2,2-trifluoroethyl)-2H-pyrazolo[3,4-c]pyridin-7(6H)-one). Reaction SMILES: [Cl:1][C:2]1[CH:7]=[CH:6][CH:5]=[CH:4][C:3]=1[N:8]1[C:16]([C:17]2[CH:22]=[CH:21][C:20]([Cl:23])=[CH:19][CH:18]=2)=[C:15]2[C:10]([C:11]([OH:24])=[N:12][CH:13]=[CH:14]2)=[N:9]1.FC(F)(F)S(O[CH2:31][C:32]([F:35])([F:34])[F:33])(=O)=O.C([O-])([O-])=O.[Cs+].[Cs+]>CN(C=O)C>[Cl:1][C:2]1[CH:7]=[CH:6][CH:5]=[CH:4][C:3]=1[N:8]1[C:16]([C:17]2[CH:22]=[CH:21][C:20]([Cl:23])=[CH:19][CH:18]=2)=[C:15]2[C:10]([C:11](=[O:24])[N:12]([CH2:31][C:32]([F:35])([F:34])[F:33])[CH:13]=[CH:14]2)=[N:9]1 |f:2.3.4|. Procedure: A mixture of 2-(2-chlorophenyl)-3-(4-chlorophenyl)-2H-pyrazolo[3,4-c]pyridin-7-ol (I-9A-1b: 150 mg, 0.421 mmol), 2,2,2-trifluoroethyl trifluoromethanesulfonate (107 mg, 0.463 mmol) and Cs2CO3 (151 mg, 0.463 mmol) in DMF (2.1 ml) were stirred overnight at room temperature. The reaction mixture was extracted from saturated aqueous NaHCO3 with ethyl acetate. The combined organic layers were washed with brine, dried (MgSO4), concentrated in vacuo, and then purified on a Biotage™ Flash 12M column usi... The reactants are C(\C=C\C)=O (crotonaldehyde), C1(=CC=C(C=C1)S(=O)(=O)O)C (p-Toluene-sulfonic acid), C(CO)O (ethylene glycol), C1(=CC=CC=C1)C (toluene). Solvent: O (water). Yields the product OCCOC(CC1OCCO1)C (2-[2-(2-Hydroxyethoxy)propyl]-1,3-dioxolane). Yield: 50.0%. As a reaction SMILES: [CH:1](=[O:5])/[CH:2]=[CH:3]/[CH3:4].[CH2:6]([OH:9])[CH2:7][OH:8].[C:10]1([CH3:16])C=CC=CC=1.C1(C)C=CC(S(O)(=O)=[O:24])=CC=1>O>[OH:8][CH2:7][CH2:6][O:9][CH:3]([CH3:4])[CH2:2][CH:1]1[O:24][CH2:10][CH2:16][O:5]1. Procedure: A total of 35.0 g. (0.5 mole) of crotonaldehyde and 124 g. (2.0 mole of ethylene glycol were dissolved in 200 ml. of toluene and added to a 500 ml. round bottom flask equipped with magnetic stir bar, heating mantle, Dean-Starke trap, reflux condenser and nitrogen inlet. p-Toluene-sulfonic acid (0.6 g.-0.003 mole) was added to the mixture. The mixture was refluxed until the calculated amount of water (9.0 g.) was collected, cooled quickly in an ice bath to room temperature, and then dried and sim...